Dataset: the Open Reaction Database (ORD), a public repository of structured organic reaction records. Task: describe an organic reaction: reactants, conditions, products, and yield RXN SMILES: [Br:23][CH:24]([CH2:25][CH2:26][CH:27]([CH3:28])[CH3:29])[CH2:30][CH2:31][CH:32]([CH3:33])[CH3:34].[C:2]([CH3:3])(=[O:4])[O:5][c:6]1[c:7]([C:19]([CH3:20])([CH3:21])[CH3:22])[cH:8][c:9]([OH:18])[c:10]([CH:11]=[O:12])[c:13]1[C:14]([CH3:15])([CH3:16])[CH3:17].[Cl-:35].[Li:1].[NH4+:36].[O:37]1[CH2:38][CH2:39][CH2:40][CH2:41]1.[OH2:42]>>[C:2]([CH3:3])(=[O:4])[O:5][c:6]1[c:7]([C:19]([CH3:20])([CH3:21])[CH3:22])[cH:8][c:9]([OH:18])[c:10]([CH:11]([OH:12])[CH:24]([CH2:25][CH2:26][CH:27]([CH3:28])[CH3:29])[CH2:30][CH2:31][CH:32]([CH3:33])[CH3:34])[c:13]1[C:14]([CH3:15])([CH3:16])[CH3:17]. The reactants are CC(C)CCC(Br)CCC(C)C, CC(=O)Oc1c(C(C)(C)C)cc(O)c(C=O)c1C(C)(C)C, [Cl-], [Li], [NH4+], C1CCOC1, O. The product is CC(=O)Oc1c(C(C)(C)C)cc(O)c(C(O)C(CCC(C)C)CCC(C)C)c1C(C)(C)C. The reactants are NCCc1c(N)cc([N+](=O)[O-])cc1S(=O)(=O)Cc1ccccc1, CCO, [H][H], O. Yields the product NCCc1c(N)cc(N)cc1S(=O)(=O)Cc1ccccc1. Reaction SMILES: [CH2:1]([c:2]1[cH:3][cH:4][cH:5][cH:6][cH:7]1)[S:8](=[O:9])(=[O:10])[c:11]1[c:12]([CH2:21][CH2:22][NH2:23])[c:13]([NH2:20])[cH:14][c:15]([N+:17]([O-:18])=[O:19])[cH:16]1.[CH3:26][CH2:27][OH:28].[H:24][H:25].[OH2:29]>>[CH2:1]([c:2]1[cH:3][cH:4][cH:5][cH:6][cH:7]1)[S:8](=[O:9])(=[O:10])[c:11]1[c:12]([CH2:21][CH2:22][NH2:23])[c:13]([NH2:20])[cH:14][c:15]([NH2:17])[cH:16]1. Starting materials: C(C(C)(C)C)(=O)Cl (pivaloyl chloride), C(C)(C)(C)C=1C=C(C2=C(C(C(O2)=O)C2=CC=C(C=C2)OCC)C1)C(C)(C)C (5,7-di-tert-butyl-3-(4-ethoxyphenyl)benzofuran-2-one), C(C)(C)(C)C=1C=C(C2=C(C(C(O2)=O)C2=CC=C(C=C2)OCC)C1)C(C)(C)C (5,7-di-tert-butyl-3-(4-ethoxyphenyl)benzofuran-2-one), CS(=O)(=O)O (methanesulfonic acid). Run in C=1(C(=CC=CC1)C)C (xylene). Reaction conditions: temperature 95 celsius. The product is C(C)OC1=CC=C(C=C1)C1C(OC2=C1C=C(C=C2)OC(C(C)(C)C)=O)=O (3-(4-ethoxyphenyl)-5-pivaloyloxybenzofuran-2-one). Isolated yield 55.0%. RXN SMILES: [C:1](Cl)(=[O:6])[C:2]([CH3:5])([CH3:4])[CH3:3].C([C:12]1[CH:13]=[C:14](C(C)(C)C)[C:15]2[O:19][C:18](=[O:20])[CH:17]([C:21]3[CH:26]=[CH:25][C:24]([O:27][CH2:28][CH3:29])=[CH:23][CH:22]=3)[C:16]=2[CH:30]=1)(C)(C)C.CS(O)(=O)=[O:37]>C1(C)C(C)=CC=CC=1>[CH2:28]([O:27][C:24]1[CH:25]=[CH:26][C:21]([CH:17]2[C:16]3[CH:30]=[C:12]([O:37][C:1](=[O:6])[C:2]([CH3:5])([CH3:4])[CH3:3])[CH:13]=[CH:14][C:15]=3[O:19][C:18]2=[O:20])=[CH:22][CH:23]=1)[CH3:29]. Procedure: 2.41 g (20.0 mmol) of pivaloyl chloride are added dropwise over a period of 10 minutes to a suspension of 2.70 g (10.0 mmol) of 3-(4-ethoxyphenyl)-5-hydroxybenzofuran-2-one (compound (136), Table 1, Example 1) in 10 ml of xylene and 0.1 ml of methanesulfonic acid which is stirred at 95° C. under a nitrogen atmosphere. The clear, homogeneous reaction mixture is then refluxed for 2.5 hours and then concentrated under a slight vacuum. The residue is taken up in dichloromethane and washed with satur... The reactants are [PH2](=O)[O-].[Na+] (Sodium hypophosphite), C(C)OC(CC1=C(C=CC2=CC(=CC=C12)C#N)Cl)=O ((2-Chloro-6-cyano-naphthalen-1-yl)-acetic acid ethyl ester). The reagents and catalysts are [Ni] (Raney nickel). Run in O (water), N1=CC=CC=C1 (pyridine), C(C)(=O)O (acetic acid). Run at temperature 100 celsius. Yields the product C(C)OC(CC1=C(C=CC2=CC(=CC=C12)C=O)Cl)=O ((2-Chloro-6-formyl-naphthalen-1-yl)-acetic acid ethyl ester). RXN SMILES: [CH2:1]([O:3][C:4](=[O:19])[CH2:5][C:6]1[C:15]2[C:10](=[CH:11][C:12]([C:16]#N)=[CH:13][CH:14]=2)[CH:9]=[CH:8][C:7]=1[Cl:18])[CH3:2].[PH2]([O-])=[O:21].[Na+]>O.N1C=CC=CC=1.C(O)(=O)C.[Ni]>[CH2:1]([O:3][C:4](=[O:19])[CH2:5][C:6]1[C:15]2[C:10](=[CH:11][C:12]([CH:16]=[O:21])=[CH:13][CH:14]=2)[CH:9]=[CH:8][C:7]=1[Cl:18])[CH3:2] |f:1.2|. Reported procedure: (2-Chloro-6-cyano-naphthalen-1-yl)-acetic acid ethyl ester (1.39 g, 5.07 mmol) is dissolved in a mixture of water (17 ml), pyridine (33 ml) and glacial acetic acid (17 ml). Sodium hypophosphite (4.30 g, 40.62 mmol) and Raney nickel (3.2 g) are then added at RT. The reaction mixture is heated to 100° C. for 1 h. TLC analysis indicates complete consumption of starting material. The reaction mixture is cooled to RT and filtered through Celite. After addition of silica gel, the solvents are removed ...